This data is from the Open Reaction Database (ORD), a public repository of structured organic reaction records. The task is: describe an organic reaction: reactants, conditions, products, and yield Reactants: O (Water), ClCCCCCCO (6-Chlorohexanol), C(=O)([O-])[O-].[K+].[K+] (K2CO3), COC(=O)/C=C/C1=CC=C(C=C1)O (Methyl 4-hydroxy cinnamate). The solvent is CN1C(CCC1)=O (1-methyl-2-pyrrolidinone). Reaction conditions: temperature 90 celsius, time 32 hour. Product: COC(C=CC1=CC=C(C=C1)OCCCCCCO)=O (3-[4-(6-Hydroxy-hexyloxy)-phenyl]-acrylic acid methyl ester). The yield is 71.9%. Reaction SMILES: [CH3:1][O:2][C:3](/[CH:5]=[CH:6]/[C:7]1[CH:12]=[CH:11][C:10]([OH:13])=[CH:9][CH:8]=1)=[O:4].Cl[CH2:15][CH2:16][CH2:17][CH2:18][CH2:19][CH2:20][OH:21].C([O-])([O-])=O.[K+].[K+].O>CN1CCCC1=O>[CH3:1][O:2][C:3](=[O:4])[CH:5]=[CH:6][C:7]1[CH:8]=[CH:9][C:10]([O:13][CH2:15][CH2:16][CH2:17][CH2:18][CH2:19][CH2:20][OH:21])=[CH:11][CH:12]=1 |f:2.3.4|. Procedure: Methyl 4-hydroxy cinnamate (40 g, 225 mmol) was dissolved in 1-methyl-2-pyrrolidinone (NMP, 300 mL). 6-Chlorohexanol (269 mmol, 36.8 g), anhydrous K2CO3 (37.2 g, 269 mmol) and catalytic amount of KI were added. The batch was stirred at 90° C. for 32 hours. Water was added to the cooled solution, which was subsequently extracted with ethyl acetate (EtOAc, 3×200 mL). The combined organics were washed with 10% KOH (2×100 mL), brine solution and then dried over MgSO4. The concentrated product was th... Reactants: CC(C)(C)[Si](C)(C)OCCBr, CC(C)(C)OC(=O)N1CCC(c2nc(-c3ccc(F)c(F)c3)c[nH]2)CC1, C1CCOC1, [K+], [OH-]. The product is CC(C)(C)OC(=O)N1CCC(c2nc(-c3ccc(F)c(F)c3)cn2CCO[Si](C)(C)C(C)(C)C)CC1. RXN SMILES: [Br:27][CH2:28][CH2:29][O:30][Si:31]([CH3:32])([CH3:33])[C:34]([CH3:35])([CH3:36])[CH3:37].[C:1]([CH3:2])([CH3:3])([CH3:4])[O:5][C:6](=[O:7])[N:8]1[CH2:9][CH2:10][CH:11]([c:14]2[nH:15][cH:16][c:17](-[c:19]3[cH:20][c:21]([F:26])[c:22]([F:25])[cH:23][cH:24]3)[n:18]2)[CH2:12][CH2:13]1.[CH2:40]1[O:41][CH2:42][CH2:43][CH2:44]1.[K+:39].[OH-:38]>>[C:1]([CH3:2])([CH3:3])([CH3:4])[O:5][C:6](=[O:7])[N:8]1[CH2:9][CH2:10][CH:11]([c:14]2[n:15]([CH2:28][CH2:29][O:30][Si:31]([CH3:32])([CH3:33])[C:34]([CH3:35])([CH3:36])[CH3:37])[cH:16][c:17](-[c:19]3[cH:20][c:21]([F:26])[c:22]([F:25])[cH:23][cH:24]3)[n:18]2)[CH2:12][CH2:13]1. The reactants are BrC1=CC=C(C=C1)Br (p-dibromobenzene), bis(triphenylphosphine) Ni(II) dichloride, C1CCOC1 (THF), C1(=CC=CC=C1)C (toluene). Solvent: O (water). Product: BrC1=CC=C(C=C1)CCC#CC (4-bromo-1-(3pentynyl)benzene). RXN SMILES: Br[C:2]1[CH:7]=[CH:6][C:5]([Br:8])=[CH:4][CH:3]=1.C1COCC1.[C:14]1(C)[CH:19]=[CH:18]C=[CH:16][CH:15]=1>O>[Br:8][C:5]1[CH:6]=[CH:7][C:2]([CH2:18][CH2:19][C:14]#[C:15][CH3:16])=[CH:3][CH:4]=1. Reported procedure: This reagent was gradually (for about one hour), dropwise added to a mixture consisting of p-dibromobenzene (150 mmol), bis(triphenylphosphine) Ni(II) dichloride (7.5 mmol) and THF (150 ml), at 0° C. or lower, followed by heating the mixture under reflux with stirring, allowing the mixture to cool down to room temperature, adding toluene (200 ml) and water (200 ml) to the reaction solution, sufficiently stirring the mixture, three times washing the organic layer with a brine (200 ml), drying ove... The reactants are CC(C)CCBr, CC(CCl)CBr, [Mg], C1CCOC1, O=S(=O)(O)O. Product: CC(C)CCCC(C)CCl. As a reaction SMILES: [Br:1][CH2:2][CH2:3][CH:4]([CH3:5])[CH3:6].[Br:8][CH2:9][CH:10]([CH2:11][Cl:12])[CH3:13].[Mg:7].[O:19]1[CH2:20][CH2:21][CH2:22][CH2:23]1.[S:14](=[O:15])(=[O:16])([OH:17])[OH:18]>>[CH2:2]([CH2:3][CH:4]([CH3:5])[CH3:6])[CH2:9][CH:10]([CH2:11][Cl:12])[CH3:13]. Reactants: BrC1=CC=2C3=C(C=NC2C=C1)N(C(N3[C@@H]3COCCC3)=O)C (8-bromo-3-methyl-1-[(3S)-oxan-3-yl]imidazo[5,4-c]quinolin-2-one), FC1=CC=C(C=N1)B(O)O ((6-fluoropyridin-3-yl)boronic acid), C(=O)([O-])[O-].[Cs+].[Cs+] (Cs2CO3). The reagents and catalysts are C=1C=CC(=CC1)[P](C=2C=CC=CC2)(C=3C=CC=CC3)[Pd]([P](C=4C=CC=CC4)(C=5C=CC=CC5)C=6C=CC=CC6)([P](C=7C=CC=CC7)(C=8C=CC=CC8)C=9C=CC=CC9)[P](C=1C=CC=CC1)(C=1C=CC=CC1)C=1C=CC=CC1 (Pd(Ph3P)4). The solvent is O1CCOCC1 (1,4-dioxane), O (water). Conditions: temperature 100 celsius, time 3 hour. Yields the product FC1=CC=C(C=N1)C1=CC=2C3=C(C=NC2C=C1)N(C(N3[C@@H]3COCCC3)=O)C (8-(6-fluoropyridin-3-yl)-3-methyl-1-[(3S)-oxan-3-yl]imidazo[5,4-c]quinolin-2-one). The yield is 86.7%. Reaction SMILES: Br[C:2]1[CH:11]=[CH:10][C:9]2[N:8]=[CH:7][C:6]3[N:12]([CH3:22])[C:13](=[O:21])[N:14]([C@H:15]4[CH2:20][CH2:19][CH2:18][O:17][CH2:16]4)[C:5]=3[C:4]=2[CH:3]=1.[F:23][C:24]1[N:29]=[CH:28][C:27](B(O)O)=[CH:26][CH:25]=1.C([O-])([O-])=O.[Cs+].[Cs+]>O1CCOCC1.O.C1C=CC([P]([Pd]([P](C2C=CC=CC=2)(C2C=CC=CC=2)C2C=CC=CC=2)([P](C2C=CC=CC=2)(C2C=CC=CC=2)C2C=CC=CC=2)[P](C2C=CC=CC=2)(C2C=CC=CC=2)C2C=CC=CC=2)(C2C=CC=CC=2)C2C=CC=CC=2)=CC=1>[F:23][C:24]1[N:29]=[CH:28][C:27]([C:2]2[CH:11]=[CH:10][C:9]3[N:8]=[CH:7][C:6]4[N:12]([CH3:22])[C:13](=[O:21])[N:14]([C@H:15]5[CH2:20][CH2:19][CH2:18][O:17][CH2:16]5)[C:5]=4[C:4]=3[CH:3]=2)=[CH:26][CH:25]=1 |f:2.3.4,^1:49,51,70,89|. Reported procedure: Pd(Ph3P)4 (0.160 g, 0.14 mmol) was added to 8-bromo-3-methyl-1-[(3S)-oxan-3-yl]imidazo[5,4-c]quinolin-2-one (1 g, 2.76 mmol), (6-fluoropyridin-3-yl)boronic acid (0.506 g, 3.59 mmol) and Cs2CO3 (1.799 g, 5.52 mmol) in 1,4-dioxane (23 mL) and water (3 mL) under nitrogen. The resulting mixture was stirred at 100° C. for 3 h then allowed to cool and the solvent removed under reduced pressure. The crude product was purified by FCC, elution gradient 0 to 7% MeOH in DCM to give the desired material (0.... Starting materials: 4-Bromo-2-nitrobenzoic acid piperidine amide, BrC1=CC(=C(C(=O)O)C=C1)[N+](=O)[O-] (4-bromo-2-nitrobenzoic acid), S(=O)(Cl)Cl (thionyl chloride). Yields the product BrC1=CC(=C(C(=O)Cl)C=C1)[N+](=O)[O-] (4-bromo-2-nitrobenzoyl chloride). RXN SMILES: [Br:1][C:2]1[CH:10]=[CH:9][C:5]([C:6](O)=[O:7])=[C:4]([N+:11]([O-:13])=[O:12])[CH:3]=1.S(Cl)([Cl:16])=O>>[Br:1][C:2]1[CH:10]=[CH:9][C:5]([C:6]([Cl:16])=[O:7])=[C:4]([N+:11]([O-:13])=[O:12])[CH:3]=1. Procedure details: 4-Bromo-2-nitrobenzoic acid piperidine amide. A suspension of 4-bromo-2-nitrobenzoic acid (0.60 g, 2.44 mmol) in thionyl chloride (8 mL) was heated to reflux for 2 h. The reaction mixture became homogeneous. The mixture was cooled and concentrated in vacuo to give 4-bromo-2-nitrobenzoyl chloride as a white solid, which was used immediately in the following reaction. 1H NMR (400 MHz, CDCl3): 8.20 (d, J=1.9 Hz, 1H), 7.92 (dd, J=8.2, 1.9 Hz, 1H), 7.65 (d, J=8.2 Hz, 1H). To a solution of 4-bromo-2-n... Reactants: O=C([O-])[O-], CI, [I-], [K+], [K+], Nc1sc2c(c1C(=O)c1ccccc1)CCNC2, [Na+], O. Product: CN1CCc2c(sc(N)c2C(=O)c2ccccc2)C1. As a reaction SMILES: [C:21](=[O:22])([O-:23])[O-:24].[CH3:19][I:20].[I-:28].[K+:25].[K+:26].[NH2:1][c:2]1[c:3]([C:11]([c:12]2[cH:13][cH:14][cH:15][cH:16][cH:17]2)=[O:18])[c:4]2[c:5]([s:10]1)[CH2:6][NH:7][CH2:8][CH2:9]2.[Na+:27].[OH2:29]>>[NH2:1][c:2]1[c:3]([C:11]([c:12]2[cH:13][cH:14][cH:15][cH:16][cH:17]2)=[O:18])[c:4]2[c:5]([s:10]1)[CH2:6][N:7]([CH3:21])[CH2:8][CH2:9]2.